This data is from the Open Reaction Database (ORD), a public repository of structured organic reaction records. The task is: describe an organic reaction: reactants, conditions, products, and yield Reactants: ClCCNC(=O)N(C1[C@H](O)[C@@H](O)[C@@H](O)CO1)CC=C (1-(2-chloroethyl)-3-(2-propenyl)-3-(L-arabinopyranosyl)urea), [N+](=O)([N+](=O)[O-])[O-] (nitrogen tetroxide). Yields the product ClCCN(C(=O)N(C1[C@H](O)[C@@H](O)[C@@H](O)CO1)CC=C)N=O (1-(2-chloroethyl)-1-nitroso-3-(2-propenyl)-3-(L-arabinopyranosyl)urea). The yield is 65.4%. RXN SMILES: [Cl:1][CH2:2][CH2:3][NH:4][C:5]([N:7]([CH2:17][CH:18]=[CH2:19])[CH:8]1[O:16][CH2:15][C@H:13]([OH:14])[C@H:11]([OH:12])[C@H:9]1[OH:10])=[O:6].[N+:20]([O-])([N+]([O-])=O)=[O:21]>>[Cl:1][CH2:2][CH2:3][N:4]([N:20]=[O:21])[C:5]([N:7]([CH2:17][CH:18]=[CH2:19])[CH:8]1[O:16][CH2:15][C@H:13]([OH:14])[C@H:11]([OH:12])[C@H:9]1[OH:10])=[O:6]. Procedure: 3.2 g of 1-(2-chloroethyl)-3-(2-propenyl)-3-(L-arabinopyranosyl)urea and 5 g of nitrogen tetroxide gas are treated in the same manner as described in Example 31-(2). 2.3 g of 1-(2-chloroethyl)-1-nitroso-3-(2-propenyl)-3-(L-arabinopyranosyl)urea are thereby obtained as yellow caramel. Reactants: C1(CCC1)C12COC(OC1)(OC2)C2=CC=C(C=C2)C#C[Si](C)(C)C (4-cyclobutyl-1-(4-trimethylsilylethynylphenyl)2,6,7-trioxabicyclo[2.2.2]octane), C1(CCC1)C12COC(OC1)(OC2)C2=CC=C(C=C2)C#C[Si](C)(C)C (4-cyclobutyl-1-(4-trimethylsilylethynylphenyl)2,6,7-trioxabicyclo[2.2.2]octane), [F-].C(CCC)[N+](CCCC)(CCCC)CCCC (tetra-butylammonium fluoride). The solvent is C1CCOC1 (THF). Run at time 1 hour. Product: C1(CCC1)C12COC(OC1)(OC2)C2=CC=C(C=C2)C#C (4-cyclobutyl-1-(4-ethynylphenyl)-2,6,7-trioxabicyclo [2.2.2]octane). Isolated yield 77.9%. Reaction SMILES: [CH:1]1([C:5]23[CH2:12][O:11][C:8]([C:13]4[CH:18]=[CH:17][C:16]([C:19]#[C:20][Si](C)(C)C)=[CH:15][CH:14]=4)([O:9][CH2:10]2)[O:7][CH2:6]3)[CH2:4][CH2:3][CH2:2]1.[F-].C([N+](CCCC)(CCCC)CCCC)CCC>C1COCC1>[CH:1]1([C:5]23[CH2:6][O:7][C:8]([C:13]4[CH:14]=[CH:15][C:16]([C:19]#[CH:20])=[CH:17][CH:18]=4)([O:11][CH2:12]2)[O:9][CH2:10]3)[CH2:2][CH2:3][CH2:4]1 |f:1.2|. Reported procedure: To a stirred solution of 4-cyclobutyl-1-(4-trimethylsilylethynylphenyl)2,6,7-trioxabicyclo[2.2.2]octane (Compound 2) (1.3 g, 3.8 mmol) in dry THF (30 ml) under nitrogen atmosphere was added tetra-butylammonium fluoride (4 ml of 1M solution in THF). The mixture was stirred for one hour, evaporated to dryness and the residue partitioned between water and dichloromethane. The organic layer was separated, dried over anhydrous potassium carbonate and evaporated to leave a residue. Purification on a b... Starting materials: CCc1sc2nc(C(=O)OC)cn2c1C, [Na+], [OH-]. Product: CCc1sc2nc(C(=O)O)cn2c1C. Reaction SMILES: [CH2:1]([CH3:2])[c:3]1[c:4]([CH3:15])[n:5]2[c:6]([s:7]1)[n:8][c:9]([C:11](=[O:12])[O:13][CH3:14])[cH:10]2.[Na+:17].[OH-:16]>>[CH2:1]([CH3:2])[c:3]1[c:4]([CH3:15])[n:5]2[c:6]([s:7]1)[n:8][c:9]([C:11](=[O:12])[OH:13])[cH:10]2.